This data is from the Open Reaction Database (ORD), a public repository of structured organic reaction records. The task is: describe an organic reaction: reactants, conditions, products, and yield The reactants are C(=O)(Cl)Cl (phosgene), C(C)OP(OCC)(=O)CCC (propane-phosphonic acid diethyl ester), N#N (N2). Run at time 1 hour. Product: [Cl-].C(C)OP(O)(=O)CCC (propanephosphonic acid ethyl ester-chloride). RXN SMILES: C(Cl)([Cl:3])=O.[CH2:5]([O:7][P:8]([CH2:13][CH2:14][CH3:15])(=[O:12])[O:9]CC)[CH3:6].N#N>>[Cl-:3].[CH2:5]([O:7][P:8]([CH2:13][CH2:14][CH3:15])(=[O:9])[OH:12])[CH3:6] |f:3.4|. Reported procedure: 200 g of phosgene were passed into 1 mole of propane-phosphonic acid diethyl ester at 70°-80° C. The mixture was stirred at 70°-80° C. for 1 hour and a dry N2 stream was passed through the reaction mixture overnight at 50° C. The mixture was completely degassed at 50° C. under a waterpump vacuum in a Rotavapor and crude propanephosphonic acid ethyl ester-chloride was obtained. This was rendered basic with absolute pyridine, dissolved in 300 ml of toluene and reacted with a mixture of 1.1 moles o... Starting materials: ClC=1C=C(C(=O)NC=2C=NC(=CC2)OC2=C3CCC(C3=CC=C2)=O)C=CC1Cl (3,4-dichloro-N1-{6-[(1-oxo-2,3-dihydro-1H-inden-4-yl)oxy]-3-pyridinyl}benzamide), C1(=CC=C(C=C1)S(=O)(=O)O)C (p-toluenesulfonic acid), C(C)(=O)OC(=C)C (isopropenyl acetate). Reaction conditions: temperature 70 celsius, time 8 hour. The product is C(C)(=O)OC1=CCC2=C(C=CC=C12)OC1=CC=C(C=N1)NC(C1=CC(=C(C=C1)Cl)Cl)=O (N1-{6-[(3-acetoxy-1H-inden-7-yl)oxy]-3-pyridinyl}-3,4-dichlorobenzamide). Reaction SMILES: [Cl:1][C:2]1[CH:3]=[C:4]([CH:25]=[CH:26][C:27]=1[Cl:28])[C:5]([NH:7][C:8]1[CH:9]=[N:10][C:11]([O:14][C:15]2[CH:23]=[CH:22][CH:21]=[C:20]3[C:16]=2[CH2:17][CH2:18][C:19]3=[O:24])=[CH:12][CH:13]=1)=[O:6].C1(C)C=CC(S(O)(=O)=O)=CC=1.[C:40](OC(C)=C)(=[O:42])[CH3:41]>>[C:40]([O:24][C:19]1[C:20]2[C:16](=[C:15]([O:14][C:11]3[N:10]=[CH:9][C:8]([NH:7][C:5](=[O:6])[C:4]4[CH:25]=[CH:26][C:27]([Cl:28])=[C:2]([Cl:1])[CH:3]=4)=[CH:13][CH:12]=3)[CH:23]=[CH:22][CH:21]=2)[CH2:17][CH:18]=1)(=[O:42])[CH3:41]. Procedure: A mixture of 1.00 g of 3,4-dichloro-N1-[6-(1-oxo-2,3-dihydro-1H-inden-4-yl)oxy]-3-pyridinyl]benzamide obtained in Example 1, 50 mg of p-toluenesulfonic acid and 5 ml of isopropenyl acetate was stirred overnight at 70° C. The reaction mixture was concentrated and the resulting residue was extracted with ethyl acetate. This extracted solution was washed in turn with a saturated sodium hydrogencarbonate solution and a saturated sodium chloride solution and dried over anhydrous magnesium sulfate, an... The reactants are CC(C)(C)OC(=O)COc1cc(Cl)ccc1OCC(=O)N1CCN(Cc2ccc(F)cc2)CC1CC(N)=O, ClCCl, O=C(O)C(F)(F)F. Yields the product NC(=O)CC1CN(Cc2ccc(F)cc2)CCN1C(=O)COc1ccc(Cl)cc1OCC(=O)O. RXN SMILES: [C:1]([CH3:2])([CH3:3])([CH3:4])[O:5][C:6]([CH2:7][O:8][c:9]1[c:10]([O:16][CH2:17][C:18](=[O:19])[N:20]2[CH:21]([CH2:34][C:35]([NH2:36])=[O:37])[CH2:22][N:23]([CH2:26][c:27]3[cH:28][cH:29][c:30]([F:33])[cH:31][cH:32]3)[CH2:24][CH2:25]2)[cH:11][cH:12][c:13]([Cl:15])[cH:14]1)=[O:38].[Cl:39][CH2:40][Cl:41].[OH:42][C:43]([C:44]([F:45])([F:46])[F:47])=[O:48]>>[O:5]=[C:6]([CH2:7][O:8][c:9]1[c:10]([O:16][CH2:17][C:18](=[O:19])[N:20]2[CH:21]([CH2:34][C:35]([NH2:36])=[O:37])[CH2:22][N:23]([CH2:26][c:27]3[cH:28][cH:29][c:30]([F:33])[cH:31][cH:32]3)[CH2:24][CH2:25]2)[cH:11][cH:12][c:13]([Cl:15])[cH:14]1)[OH:38].